Dataset: the Open Reaction Database (ORD), a public repository of structured organic reaction records. Task: describe an organic reaction: reactants, conditions, products, and yield The reactants are C=CCC1(C)CC(c2cccc(Cl)c2)C(c2ccc(Cl)cc2)N(C(CC)CNS(=O)(=O)C(C)C)C1=O, CCI. Product: C=CCC1(C)CC(c2cccc(Cl)c2)C(c2ccc(Cl)cc2)N(C(CC)CN(CC)S(=O)(=O)C(C)C)C1=O. RXN SMILES: [CH2:1]([CH:2]=[CH2:3])[C:4]1([CH3:36])[C:5](=[O:35])[N:6]([CH:24]([CH2:25][NH:26][S:27](=[O:28])(=[O:29])[CH:30]([CH3:31])[CH3:32])[CH2:33][CH3:34])[CH:7]([c:17]2[cH:18][cH:19][c:20]([Cl:23])[cH:21][cH:22]2)[CH:8]([c:10]2[cH:11][c:12]([Cl:16])[cH:13][cH:14][cH:15]2)[CH2:9]1.[I:37][CH2:38][CH3:39]>>[CH2:1]([CH:2]=[CH2:3])[C:4]1([CH3:36])[C:5](=[O:35])[N:6]([CH:24]([CH2:25][N:26]([S:27](=[O:28])(=[O:29])[CH:30]([CH3:31])[CH3:32])[CH2:38][CH3:39])[CH2:33][CH3:34])[CH:7]([c:17]2[cH:18][cH:19][c:20]([Cl:23])[cH:21][cH:22]2)[CH:8]([c:10]2[cH:11][c:12]([Cl:16])[cH:13][cH:14][cH:15]2)[CH2:9]1. The reactants are ice water, [H-].[Na+] (sodium hydride), CN1C(CC2=CC=CC=C12)=O (1-methylindolin-2-one), BrCCBr (1,2-dibromoethane). Run in CN(C)C=O (DMF). Reaction conditions: time 30 minute. Product: CN1C(C2(C3=CC=CC=C13)CC2)=O (1′-methylspiro[cyclopropane-1,3′-indolin]-2′-one). Isolated yield 48.9%. RXN SMILES: [H-].[Na+].[CH3:3][N:4]1[C:12]2[C:7](=[CH:8][CH:9]=[CH:10][CH:11]=2)[CH2:6][C:5]1=[O:13].Br[CH2:15][CH2:16]Br>CN(C=O)C>[CH3:3][N:4]1[C:12]2[C:7](=[CH:8][CH:9]=[CH:10][CH:11]=2)[C:6]2([CH2:16][CH2:15]2)[C:5]1=[O:13] |f:0.1|. Reported procedure: Add sodium hydride (60%, 1.4 g, 35.4 mmol) portionwise to the solution of 1-methylindolin-2-one (2.6 g, 17.7 mmol) in DMF (10 mL) at 0° C., stir for 30 min. Then add 1,2-dibromoethane (3.31 g, 17.7 mmol) to the mixture, stir the resulting mixture at room temperature overnight. Pour the reaction mixture to ice water, extract with ethyl acetate (100 mL×2), and wash the combined organic layers with brine (50 mL), dry over anhydrous sodium sulfate. Concentrate under reduced pressure, purify the resi...